The task is: describe an organic reaction: reactants, conditions, products, and yield. This data is from the Open Reaction Database (ORD), a public repository of structured organic reaction records. Reactants: C1=CC=C(C=C1)P(C2=CC=CC=C2)C3=CC=CC=C3 (Ph3P), O (water), N(=[N+]=[N-])CC1=C(C(=C(C=C1)Br)F)F (1-(azidomethyl)-4-bromo-2,3-difluorobenzene). Solvent: C1CCOC1 (THF). Run at temperature 55 celsius. The product is BrC1=C(C(=C(CN)C=C1)F)F (4-Bromo-2,3-difluorobenzylamine). RXN SMILES: [N:1]([CH2:4][C:5]1[CH:10]=[CH:9][C:8]([Br:11])=[C:7]([F:12])[C:6]=1[F:13])=[N+]=[N-].C1C=CC(P(C2C=CC=CC=2)C2C=CC=CC=2)=CC=1.O>C1COCC1>[Br:11][C:8]1[CH:9]=[CH:10][C:5]([CH2:4][NH2:1])=[C:6]([F:13])[C:7]=1[F:12]. Procedure details: To a mixture of the crude azide (164 mg, 0.60 mmol) in THF (3 mL) were added polymer-supported Ph3P (2.0 eq.) and water (1 mL). The reaction mixture was stirred at 55° C. until completion of the reaction, cooled down to rt and filtered. The filtrate was partitioned between EA and aq. sat. NaHCO3 and the layers separated. The aq. layer was extracted with EA and the combined org. extracts dried over MgSO4, filtered and concentrated under reduced pressure to give the title compound as a yellow oil.... The reactants are C(C)(=O)OC1CCN2C1=NC=1C2=NC=C(C1)N (6-acetoxy-7,8-dihydro-6H-pyrrolo[2′,1′:2,3]imidazo[4,5-b]pyridin-3-amine), FC=1C=C2C=C(N(C2=CC1)CC1=CC(=CC=C1)F)C(=O)O (5-fluoro-1-(3-fluorobenzyl)-1H-indole-2-carboxylic acid), CN(CCCN=C=NCC)C (N-(3-dimethylaminopropyl)-N′-ethylcarbodiimide), N-1-hydroxybenzotriazole. Run in CN(C=O)C (dimethylformamide), CN(C=O)C (dimethylformamide). Conditions: temperature 20 celsius, time 15 minute. Yields the product C(C)(=O)OC1CCN2C1=NC=1C2=NC=C(C1)NC(=O)C=1N(C2=CC=C(C=C2C1)F)CC1=CC(=CC=C1)F (N-(6-Acetoxy-7,8-dihydro-6H-pyrrolo[2′,1′:2,3]imidazo[4,5-b]pyridin-3-yl)-5-fluoro-1-(3-fluorobenzyl)-1H-indole-2-carboxamide). The yield is 61.9%. As a reaction SMILES: [F:1][C:2]1[CH:3]=[C:4]2[C:8](=[CH:9][CH:10]=1)[N:7]([CH2:11][C:12]1[CH:17]=[CH:16][CH:15]=[C:14]([F:18])[CH:13]=1)[C:6]([C:19](O)=[O:20])=[CH:5]2.CN(C)CCCN=C=NCC.[C:33]([O:36][CH:37]1[C:41]2=[N:42][C:43]3[C:44](=[N:45][CH:46]=[C:47]([NH2:49])[CH:48]=3)[N:40]2[CH2:39][CH2:38]1)(=[O:35])[CH3:34]>CN(C)C=O>[C:33]([O:36][CH:37]1[C:41]2=[N:42][C:43]3[C:44](=[N:45][CH:46]=[C:47]([NH:49][C:19]([C:6]4[N:7]([CH2:11][C:12]5[CH:17]=[CH:16][CH:15]=[C:14]([F:18])[CH:13]=5)[C:8]5[C:4]([CH:5]=4)=[CH:3][C:2]([F:1])=[CH:10][CH:9]=5)=[O:20])[CH:48]=3)[N:40]2[CH2:39][CH2:38]1)(=[O:35])[CH3:34]. Procedure: A solution of 0.25 g (0.87 mmol) of 5-fluoro-1-(3-fluorobenzyl)-1H-indole-2-carboxylic acid, prepared in step 1.1, 0.166 g (0.87 mmol) of N-(3-dimethylaminopropyl)-N′-ethylcarbodiimide and 0.117 g (0.87 mmol) of N-1-hydroxybenzotriazole in 3 ml of dimethylformamide is stirred at 20° C. for 15 minutes. The reaction mixture is subsequently admixed with 0.245 g (1.04 mmol) of 6-acetoxy-7,8-dihydro-6H-pyrrolo[2′,1′:2,3]imidazo[4,5-b]pyridin-3-amine (compound IV-b), in solution in 3 ml of dimethylfor... RXN SMILES: [CH:49]([N:50]([CH2:51][CH3:52])[CH:53]([CH3:54])[CH3:55])([CH3:56])[CH3:57].[Cl:42][C:43]([C:44](=[O:45])[Cl:46])([Cl:47])[Cl:48].[NH2:1][C:2]([C:3](=[O:4])[N:5]1[CH2:6][CH2:7][C:8]([CH2:11][CH2:12][N:13]2[CH:14]3[CH2:15][CH:16]([n:21]4[c:22]([CH3:30])[n:23][c:24]5[c:25]4[cH:26][cH:27][cH:28][cH:29]5)[CH2:17][CH:18]2[CH2:19][CH2:20]3)([c:31]2[cH:32][c:33]([F:37])[cH:34][cH:35][cH:36]2)[CH2:9][CH2:10]1)([CH2:38][CH3:39])[CH2:40][CH3:41]>>[NH:1]([C:2]([C:3](=[O:4])[N:5]1[CH2:6][CH2:7][C:8]([CH2:11][CH2:12][N:13]2[CH:14]3[CH2:15][CH:16]([n:21]4[c:22]([CH3:30])[n:23][c:24]5[c:25]4[cH:26][cH:27][cH:28][cH:29]5)[CH2:17][CH:18]2[CH2:19][CH2:20]3)([c:31]2[cH:32][c:33]([F:37])[cH:34][cH:35][cH:36]2)[CH2:9][CH2:10]1)([CH2:38][CH3:39])[CH2:40][CH3:41])[C:44]([C:43]([Cl:42])([Cl:47])[Cl:48])=[O:45]. Yields the product CCC(CC)(NC(=O)C(Cl)(Cl)Cl)C(=O)N1CCC(CCN2C3CCC2CC(n2c(C)nc4ccccc42)C3)(c2cccc(F)c2)CC1. The reactants are CCN(C(C)C)C(C)C, O=C(Cl)C(Cl)(Cl)Cl, CCC(N)(CC)C(=O)N1CCC(CCN2C3CCC2CC(n2c(C)nc4ccccc42)C3)(c2cccc(F)c2)CC1. Starting materials: C(C)OC=1C=C(C=CC1OCC)C=1SC=C(N1)C1=CC(=C(C=C1)OCC=C)C(=O)OC (2-(3,4-diethoxyphenyl)-4-(4-allyloxy-3-methoxycarbonylphenyl)thiazole), ClC1=C(C=CC=C1)Cl (o-dichlorobenzene). Product: C(C)OC=1C=C(C=CC1OCC)C=1SC=C(N1)C1=CC(=C(C(=C1)CC=C)O)C(=O)OC (2-(3,4-diethoxyphenyl)-4-(3-methoxycarbonyl-4-hydroxy-5-allylphenyl)thiazole). Reaction SMILES: [CH2:1]([O:3][C:4]1[CH:5]=[C:6]([C:13]2[S:14][CH:15]=[C:16]([C:18]3[CH:23]=[CH:22][C:21]([O:24]CC=C)=[C:20]([C:28]([O:30][CH3:31])=[O:29])[CH:19]=3)[N:17]=2)[CH:7]=[CH:8][C:9]=1[O:10][CH2:11][CH3:12])[CH3:2].Cl[C:33]1[CH:38]=CC=C[C:34]=1Cl>>[CH2:1]([O:3][C:4]1[CH:5]=[C:6]([C:13]2[S:14][CH:15]=[C:16]([C:18]3[CH:23]=[C:22]([CH2:38][CH:33]=[CH2:34])[C:21]([OH:24])=[C:20]([C:28]([O:30][CH3:31])=[O:29])[CH:19]=3)[N:17]=2)[CH:7]=[CH:8][C:9]=1[O:10][CH2:11][CH3:12])[CH3:2]. Procedure details: A solution of 1 g of 2-(3,4-diethoxyphenyl)-4-(4-allyloxy-3-methoxycarbonylphenyl)thiazole in 25 ml of o-dichlorobenzene was refluxed for 15 hours with heating. After the completion of a reaction, the solvent was removed by distillation. The residue was recrystallized from diisopropyl ether to obtain 1 g of 2-(3,4-diethoxyphenyl)-4-(3-methoxycarbonyl-4-hydroxy-5-allylphenyl)thiazole. Product: O=C1N(C=C(C(N1)=O)C#N)CCC=O (2,4-Dioxo-1-(3-oxo-propyl)-1,2,3,4-tetrahydro-pyrimidine-5-carbonitrile). Conditions: temperature 60 celsius. Isolated yield 130.7%. Procedure: 1-(3,3-diethoxy-propyl)-2,4-dioxo-1,2,3,4-tetrahydro-pyrimidine-5-carbonitrile (Prep 34, 50 mg, 0.21 mmol) was dissolved in dioxane (5 mL) and 1N HClaq (500 μl) was added. The mixture was warmed at 60° C. for 15 minutes. The solvents were evaporated and the residue submitted to liophilization to give 53 mg of the title compound (quantitative yield). The solvent is O1CCOCC1 (dioxane). Reactants: C(C)OC(CCN1C(NC(C(=C1)C#N)=O)=O)OCC (1-(3,3-diethoxy-propyl)-2,4-dioxo-1,2,3,4-tetrahydro-pyrimidine-5-carbonitrile). RXN SMILES: C([O:3][CH:4](OCC)[CH2:5][CH2:6][N:7]1[CH:12]=[C:11]([C:13]#[N:14])[C:10](=[O:15])[NH:9][C:8]1=[O:16])C>O1CCOCC1>[O:16]=[C:8]1[NH:9][C:10](=[O:15])[C:11]([C:13]#[N:14])=[CH:12][N:7]1[CH2:6][CH2:5][CH:4]=[O:3]. Starting materials: C(C)(=O)O.C(C)(=O)O.OC1=CC=2CC[C@H]3[C@@H]4C[C@H](C([C@@]4(C)CC[C@@H]3C2C=C1)=O)O (3,16α-dihydroxy-oestra-1,3,5(10)-trien-17-one diacetate), [BH4-].[Na+] (sodium borohydride), C([O-])(O)=O.[K+] (potassium bicarbonate), C(C)N (ethylamine), 17-ethylimine, C(\C=C/C(=O)O)(=O)O (maleic acid). Solvent: CS(=O)C (dimethylsulphoxide). Product: C(\C=C/C(=O)O)(=O)O.C(C)N[C@@H]1[C@]2(C)[C@@H](C[C@H]1O)[C@@H]1CCC=3C=C(C=CC3[C@H]1CC2)O (17β-Ethylamino-oestra-1,3,5(10)-triene-3,16α-diol (Z)-2-butenedioate). As a reaction SMILES: C(O)(=O)C.C(O)(=O)C.[OH:9][C:10]1[CH:27]=[CH:26][C:25]2[C@@H:24]3[C@H:15]([C@H:16]4[C@@:20]([CH2:22][CH2:23]3)([CH3:21])[C:19](=O)[C@H:18]([OH:29])[CH2:17]4)[CH2:14][CH2:13][C:12]=2[CH:11]=1.[CH2:30]([NH2:32])[CH3:31].[BH4-].[Na+].C(=O)(O)[O-].[K+].[C:40]([OH:47])(=[O:46])/[CH:41]=[CH:42]\[C:43]([OH:45])=[O:44]>CS(C)=O>[C:40]([OH:47])(=[O:46])/[CH:41]=[CH:42]\[C:43]([OH:45])=[O:44].[CH2:30]([NH:32][C@H:19]1[C@H:18]([OH:29])[CH2:17][C@H:16]2[C@H:15]3[C@H:24]([CH2:23][CH2:22][C@:20]12[CH3:21])[C:25]1[CH:26]=[CH:27][C:10]([OH:9])=[CH:11][C:12]=1[CH2:13][CH2:14]3)[CH3:31] |f:0.1.2,4.5,6.7,10.11|. Procedure details: In a similar way as described in Example XXI 3,16α-dihydroxy-oestra-1,3,5(10)-trien-17-one diacetate was converted with ethylamine into the intermediate 17-ethylimine, which was reduced with sodium borohydride. Hydrolysis with potassium bicarbonate, followed by treatment with maleic acid gave the title compound, m.p. 147° C. (decomp.), [α]D +32.9° (c 1.07 in dimethylsulphoxide).